Dataset: the Open Reaction Database (ORD), a public repository of structured organic reaction records. Task: describe an organic reaction: reactants, conditions, products, and yield Starting materials: O=C([O-])[O-], CN(C)C=O, [K+], [K+], c1ccc(-c2cc(CCC3CCNCC3)c3ccccc3n2)cc1, BrCCc1ccccc1. Yields the product c1ccc(CCN2CCC(CCc3cc(-c4ccccc4)nc4ccccc34)CC2)cc1. Reaction SMILES: [C:34](=[O:35])([O-:36])[O-:37].[CH3:40][N:41]([CH3:42])[CH:43]=[O:44].[K+:38].[K+:39].[c:1]1(-[c:7]2[n:8][c:9]3[cH:10][cH:11][cH:12][cH:13][c:14]3[c:15]([CH2:17][CH2:18][CH:19]3[CH2:20][CH2:21][NH:22][CH2:23][CH2:24]3)[cH:16]2)[cH:2][cH:3][cH:4][cH:5][cH:6]1.[c:25]1([CH2:31][CH2:32][Br:33])[cH:26][cH:27][cH:28][cH:29][cH:30]1>>[c:1]1(-[c:7]2[n:8][c:9]3[cH:10][cH:11][cH:12][cH:13][c:14]3[c:15]([CH2:17][CH2:18][CH:19]3[CH2:20][CH2:21][N:22]([CH2:32][CH2:31][c:25]4[cH:26][cH:27][cH:28][cH:29][cH:30]4)[CH2:23][CH2:24]3)[cH:16]2)[cH:2][cH:3][cH:4][cH:5][cH:6]1. Starting materials: FC1=C(C=C(OCC2CNCCCC2)C=C1)C (3-[(4-Fluoro-3-methylphenoxy)methyl]azepane), N=1N(N=CC1)C1=C(C(=O)O)C=C(C=C1)C (2-(2H-1,2,3-Triazol-2-yl)-5-methylbenzoic acid), C(CCl)Cl (EDC), C=1C=CC2=C(C1)N=NN2O (HOBT), TEA. Run in CCOC(=O)C (EtOAc), CN(C)C=O (DMF). Reaction conditions: time 30 minute. Yields the product FC1=C(C=C(OCC2CN(CCCC2)C(C2=C(C=CC(=C2)C)N2N=CC=N2)=O)C=C1)C (3-[(4-Fluoro-3-methylphenoxy)methyl]-1-[5-methyl-2-(2H-1,2,3-triazol-2-yl)benzoyl]azepane). Reaction SMILES: [F:1][C:2]1[CH:16]=[CH:15][C:5]([O:6][CH2:7][CH:8]2[CH2:14][CH2:13][CH2:12][CH2:11][NH:10][CH2:9]2)=[CH:4][C:3]=1[CH3:17].[N:18]1[N:19]([C:23]2[CH:31]=[CH:30][C:29]([CH3:32])=[CH:28][C:24]=2[C:25](O)=[O:26])[N:20]=[CH:21][CH:22]=1.C(Cl)CCl.C1C=CC2N(O)N=NC=2C=1>CN(C=O)C.CCOC(C)=O>[F:1][C:2]1[CH:16]=[CH:15][C:5]([O:6][CH2:7][CH:8]2[CH2:14][CH2:13][CH2:12][CH2:11][N:10]([C:25](=[O:26])[C:24]3[CH:28]=[C:29]([CH3:32])[CH:30]=[CH:31][C:23]=3[N:19]3[N:20]=[CH:21][CH:22]=[N:18]3)[CH2:9]2)=[CH:4][C:3]=1[CH3:17]. Procedure: A solution of 1-6 (164 mg, 0.691 mmol) in DMF (4 ml) was treated with 1-7 (154 mg, 0.760 mmol), EDC (159 mg, 0.829 mmol), HOBT (127 mg, 0.829 mmol), and TEA (0.289 ml, 2.073 mmol). After stirring at RT for 30 min, the mixture was diluted with EtOAc, washed with water (3×s) and once with brine. The organic phase was dried over Na2SO4, filtered and concentrated. The crude material was purified by gradient elution on silica gel (0 to 100% EtOAc in Hex) to yield 1-8 as a pale yellow oil. Data for 1-... The reactants are C(C(C)C)(=O)O (isobutyric acid), [Li+].CC(C)[N-]C(C)C (LDA), C1CCOC1 (THF), C(CCC)I (butyl iodine). Solvent: CN(C)P(=O)(N(C)C)N(C)C (HMPA). Run at time 1 hour. Yields the product CC(C(=O)OCC)(CCCC)C (Ethyl 2,2-dimethyl-caproate). Reaction SMILES: [C:1]([OH:6])(=[O:5])[CH:2]([CH3:4])[CH3:3].[Li+].[CH3:8][CH:9]([N-]C(C)C)[CH3:10].[CH2:15](I)[CH2:16]CC.[CH2:20]1COCC1>CN(P(N(C)C)(N(C)C)=O)C>[CH3:3][C:2]([CH3:20])([CH2:4][CH2:8][CH2:9][CH3:10])[C:1]([O:6][CH2:15][CH3:16])=[O:5] |f:1.2|. Procedure details: A solution of isobutyric acid (45 g) in THF was added to LDA prepared at -78° C. according to the conventional manner and stirred for one hour. A solution of butyl iodine (107 g) in dry HMPA was added, and stirred at -78° C. for one hour, and at room temperature for additional one hour. The crude product obtained after the conventional work-up was distilled. RXN SMILES: [Cl:1][C:2]1[CH:7]=[CH:6][C:5]([C@H:8]2[C@@H:12]([C:13]3[CH:18]=[CH:17][C:16]([Cl:19])=[CH:15][CH:14]=3)[N:11]([C:20](Cl)=[O:21])[C:10]([C:23]3[S:24][CH:25]=[CH:26][C:27]=3[O:28][CH2:29][CH3:30])=[N:9]2)=[CH:4][CH:3]=1.Cl.Cl.[CH3:33][O:34][CH2:35][CH2:36][N:37]([CH2:47][CH2:48][O:49][CH3:50])[C:38](=[O:46])[CH2:39][N:40]1[CH2:45][CH2:44][NH:43][CH2:42][CH2:41]1>>[Cl:1][C:2]1[CH:3]=[CH:4][C:5]([C@H:8]2[C@@H:12]([C:13]3[CH:18]=[CH:17][C:16]([Cl:19])=[CH:15][CH:14]=3)[N:11]([C:20]([N:43]3[CH2:44][CH2:45][N:40]([CH2:39][C:38]([N:37]([CH2:47][CH2:48][O:49][CH3:50])[CH2:36][CH2:35][O:34][CH3:33])=[O:46])[CH2:41][CH2:42]3)=[O:21])[C:10]([C:23]3[S:24][CH:25]=[CH:26][C:27]=3[O:28][CH2:29][CH3:30])=[N:9]2)=[CH:6][CH:7]=1 |f:1.2.3|. The reactants are ClC1=CC=C(C=C1)[C@@H]1N=C(N([C@@H]1C1=CC=C(C=C1)Cl)C(=O)Cl)C=1SC=CC1OCC ((4S,5R)-4,5-Bis-(4-chloro-phenyl)-2-(3-ethoxy-thiophen-2-yl)-4,5-dihydro-imidazole-1-carbonyl chloride), Cl.Cl.COCCN(C(CN1CCNCC1)=O)CCOC (N,N-bis-(2-methoxy-ethyl)-2-piperazin-1-yl-acetamide dihydrochloride). Yields the product ClC1=CC=C(C=C1)[C@@H]1N=C(N([C@@H]1C1=CC=C(C=C1)Cl)C(=O)N1CCN(CC1)CC(=O)N(CCOC)CCOC)C=1SC=CC1OCC (2-(4-[(4S,5R)-4,5-bis-(4-chloro-phenyl)-2-(3-ethoxy-thiophen-2-yl)-4,5-dihydro-imidazole-1-carbonyl]-piperazin-1-yl}-N,N-bis-(2-methoxy-ethyl)-acetamide). Reported procedure: 2-{4-[(4S,5R)-4,5-Bis-(4-chloro-phenyl)-2-(3-ethoxy-thiophen-2-yl)-4,5-dihydro-imidazole-1-carbonyl chloride (example 34) was reacted with N,N-bis-(2-methoxy-ethyl)-2-piperazin-1-yl-acetamide dihydrochloride to give 2-(4-[(4S,5R)-4,5-bis-(4-chloro-phenyl)-2-(3-ethoxy-thiophen-2-yl)-4,5-dihydro-imidazole-1-carbonyl]-piperazin-1-yl}-N,N-bis-(2-methoxy-ethyl)-acetamide in an analogous manner as described in example 1. LR-MS: 702.3 [(M+H)+] Starting materials: CCCC(C(=O)OCC)c1nc(OC)cc(OC)n1, CO. Product: CCCC(C(=O)O)c1nc(OC)cc(OC)n1. Reaction SMILES: [CH3:1][O:2][c:3]1[n:4][c:5]([CH:11]([C:12](=[O:13])[O:14][CH2:15][CH3:16])[CH2:17][CH2:18][CH3:19])[n:6][c:7]([O:9][CH3:10])[cH:8]1.[CH3:20][OH:21]>>[CH3:1][O:2][c:3]1[n:4][c:5]([CH:11]([C:12](=[O:13])[OH:14])[CH2:17][CH2:18][CH3:19])[n:6][c:7]([O:9][CH3:10])[cH:8]1. Reactants: O=C(Cl)CCl, Fc1ccc(-c2ccc3cc[nH]c3c2)cc1, C1COCCO1, c1ccncc1. Yields the product O=C(CCl)c1c[nH]c2cc(-c3ccc(F)cc3)ccc12. As a reaction SMILES: [Cl:23][CH2:24][C:25](=[O:26])[Cl:27].[F:1][c:2]1[cH:3][cH:4][c:5](-[c:8]2[cH:9][cH:10][c:11]3[cH:12][cH:13][nH:14][c:15]3[cH:16]2)[cH:6][cH:7]1.[O:28]1[CH2:29][CH2:30][O:31][CH2:32][CH2:33]1.[cH:17]1[cH:18][cH:19][n:20][cH:21][cH:22]1>>[F:1][c:2]1[cH:3][cH:4][c:5](-[c:8]2[cH:9][cH:10][c:11]3[c:12]([C:25]([CH2:24][Cl:23])=[O:26])[cH:13][nH:14][c:15]3[cH:16]2)[cH:6][cH:7]1. Starting materials: Cl.NC(=N)N (guanidine hydrochloride), C[O-].[Na+] (sodium methoxide), S(O)(O)(=O)=O (sulfuric acid), NC(=N)N (guanidine), C(=O)(OCC)C(CCCCC1=CC=C(C(=O)OC)C=C1)C#N (methyl 4-(5-carbethoxy-5-cyanopentyl)benzoate). Run in CO (methanol), CN(C=O)C (dimethylformamide). Conditions: time 30 minute. Product: NC1=NC(=C(C(=N1)N)CCCCC1=CC=C(C(=O)OC)C=C1)O (methyl 4-[4-(2,4-diamino-6-hydroxypyrimidin-5-yl)butyl]-benzoate). As a reaction SMILES: Cl.[NH2:2][C:3]([NH2:5])=[NH:4].C[O-].[Na+].NC(N)=N.[C:13]([CH:18]([C:33]#[N:34])[CH2:19][CH2:20][CH2:21][CH2:22][C:23]1[CH:32]=[CH:31][C:26]([C:27]([O:29][CH3:30])=[O:28])=[CH:25][CH:24]=1)(OCC)=[O:14].S(=O)(=O)(O)O>CN(C)C=O.CO>[NH2:4][C:3]1[N:5]=[C:33]([NH2:34])[C:18]([CH2:19][CH2:20][CH2:21][CH2:22][C:23]2[CH:32]=[CH:31][C:26]([C:27]([O:29][CH3:30])=[O:28])=[CH:25][CH:24]=2)=[C:13]([OH:14])[N:2]=1 |f:0.1,2.3|. Procedure details: A mixture of 0.71 g (1.05 eq) of guanidine hydrochloride, 0.40 g (1.05 eq) of sodium methoxide, and 20 mL of anhydrous methanol is stirred under nitrogen for 30 minutes. The solid which forms is removed by filtration and the filtrate concentrated under reduced pressure. To the residue (guanidine free base) is added 2.15 g (1.0 eq) of methyl 4-(5-carbethoxy-5-cyanopentyl)benzoate in 20 mL of anhydrous dimethylformamide. This mixture is stirred under nitrogen with gentle heating for 12 hours, cool... Reactants: BrBr (bromine), C(C)(=O)C1=CC(=CS1)C(=O)N (5-acetylthiophene-3-carboxamide), Br (hydrogen bromide). The reagents and catalysts are C(C)(=O)O (acetic acid). Run in C(Cl)(Cl)Cl (chloroform), C(Cl)(Cl)Cl (chloroform). The product is BrCC(=O)C1=CC(=CS1)C(=O)N (5-(Bromoacetyl)thiophene-3-carboxamide). As a reaction SMILES: [C:1]([C:4]1[S:8][CH:7]=[C:6]([C:9]([NH2:11])=[O:10])[CH:5]=1)(=[O:3])[CH3:2].[BrH:12].BrBr>C(Cl)(Cl)Cl.C(O)(=O)C>[Br:12][CH2:2][C:1]([C:4]1[S:8][CH:7]=[C:6]([C:9]([NH2:11])=[O:10])[CH:5]=1)=[O:3]. Procedure: A solution of 5-acetylthiophene-3-carboxamide (0.5 g) in chloroform at 50° was treated with hydrogen bromide in acetic acid (4 drops) and then bromine (0.15 ml) in chloroform (10 ml) dropwise over 30 min. The resulting pale yellow solution was washed with water (2×100 ml), dried and evaporated to small volume to deposit the title compound as a white solid (0.55 g) which recrystallised from water, m.p. 150°-157° (d). The product is O=C(O)c1cc(=O)c2c(OCC(O)COc3ccc(Br)cc3)cccc2o1. RXN SMILES: [C:3](=[O:4])([O:5][CH2:6][CH3:7])[c:8]1[o:9][c:10]2[cH:11][cH:12][cH:13][c:14]([O:19][CH2:20][CH:21]([CH2:22][O:23][c:24]3[cH:25][cH:26][c:27]([Br:30])[cH:28][cH:29]3)[OH:31])[c:15]2[c:16](=[O:18])[cH:17]1.[CH3:32][CH2:33][OH:34].[Na+:2].[OH-:1]>>[C:3](=[O:4])([OH:5])[c:8]1[o:9][c:10]2[cH:11][cH:12][cH:13][c:14]([O:19][CH2:20][CH:21]([CH2:22][O:23][c:24]3[cH:25][cH:26][c:27]([Br:30])[cH:28][cH:29]3)[OH:31])[c:15]2[c:16](=[O:18])[cH:17]1. The reactants are CCOC(=O)c1cc(=O)c2c(OCC(O)COc3ccc(Br)cc3)cccc2o1, CCO, [Na+], [OH-]. Yield: 59.1%. The solvent is FC(C(=O)O)(F)F (Trifluoroacetic acid). Run at time 30 minute. Procedure details: Trifluoroacetic acid (30 ml) was added to ethyl 2-(4-benzyloxyphenyl)-1-hydroxy-4,5,6,7-tetramethoxy-2-indancarboxylate (3.02 g, 5.94 mmols) with cooling with ice, and then triethylsilane (3.80 ml, 23.8 mmols) was added thereto at room temperature. The reaction mixture was stirred for 30 minutes, and then concentrated in vacuo. The residue was diluted with ethyl acetate, and the organic layer was washed with a saturated aqueous sodium bicarbonate solution, water and a saturated aqueous sodium ch... Reaction SMILES: [CH2:1]([O:8][C:9]1[CH:14]=[CH:13][C:12]([C:15]2([C:33]([O:35][CH2:36][CH3:37])=[O:34])[CH2:23][C:22]3[C:17](=[C:18]([O:30][CH3:31])[C:19]([O:28][CH3:29])=[C:20]([O:26][CH3:27])[C:21]=3[O:24][CH3:25])[CH:16]2O)=[CH:11][CH:10]=1)[C:2]1[CH:7]=[CH:6][CH:5]=[CH:4][CH:3]=1.C([SiH](CC)CC)C>FC(F)(F)C(O)=O>[CH2:1]([O:8][C:9]1[CH:10]=[CH:11][C:12]([C:15]2([C:33]([O:35][CH2:36][CH3:37])=[O:34])[CH2:16][C:17]3[C:22](=[C:21]([O:24][CH3:25])[C:20]([O:26][CH3:27])=[C:19]([O:28][CH3:29])[C:18]=3[O:30][CH3:31])[CH2:23]2)=[CH:13][CH:14]=1)[C:2]1[CH:7]=[CH:6][CH:5]=[CH:4][CH:3]=1. Yields the product C(C1=CC=CC=C1)OC1=CC=C(C=C1)C1(CC2=C(C(=C(C(=C2C1)OC)OC)OC)OC)C(=O)OCC (Ethyl 2-(4-benzyloxyphenyl)-4,5,6,7-tetramethoxy-2-indancarboxylate). The reactants are C(C1=CC=CC=C1)OC1=CC=C(C=C1)C1(C(C2=C(C(=C(C(=C2C1)OC)OC)OC)OC)O)C(=O)OCC (ethyl 2-(4-benzyloxyphenyl)-1-hydroxy-4,5,6,7-tetramethoxy-2-indancarboxylate), C(C)[SiH](CC)CC (triethylsilane).